From a dataset of the Open Reaction Database (ORD), a public repository of structured organic reaction records. describe an organic reaction: reactants, conditions, products, and yield The reactants are C=CC[O-], C=CCOC(=O)C1OC(Oc2ccc([N+](=O)[O-])cc2C2OCCO2)C(O[Si](C)(C)C(C)(C)C)C(O[Si](C)(C)C(C)(C)C)C1O[Si](C)(C)C(C)(C)C, [Na+], C=CCO. The product is CC(C)(C)[Si](C)(C)OC1C(Oc2ccc([N+](=O)[O-])cc2C2OCCO2)OC(C(=O)O)C(O[Si](C)(C)C(C)(C)C)C1O[Si](C)(C)C(C)(C)C. Reaction SMILES: [CH2:1]([O-:2])[CH:3]=[CH2:4].[CH2:6]([CH:7]=[CH2:8])[O:9][C:10](=[O:11])[CH:12]1[O:13][CH:14]([O:42][c:43]2[c:44]([CH:52]3[O:53][CH2:54][CH2:55][O:56]3)[cH:45][c:46]([N+:49](=[O:50])[O-:51])[cH:47][cH:48]2)[CH:15]([O:34][Si:35]([CH3:36])([CH3:37])[C:38]([CH3:39])([CH3:40])[CH3:41])[CH:16]([O:26][Si:27]([CH3:28])([CH3:29])[C:30]([CH3:31])([CH3:32])[CH3:33])[CH:17]1[O:18][Si:19]([CH3:20])([CH3:21])[C:22]([CH3:23])([CH3:24])[CH3:25].[Na+:5].[OH:57][CH2:58][CH:59]=[CH2:60]>>[O:9]=[C:10]([OH:11])[CH:12]1[O:13][CH:14]([O:42][c:43]2[c:44]([CH:52]3[O:53][CH2:54][CH2:55][O:56]3)[cH:45][c:46]([N+:49](=[O:50])[O-:51])[cH:47][cH:48]2)[CH:15]([O:34][Si:35]([CH3:36])([CH3:37])[C:38]([CH3:39])([CH3:40])[CH3:41])[CH:16]([O:26][Si:27]([CH3:28])([CH3:29])[C:30]([CH3:31])([CH3:32])[CH3:33])[CH:17]1[O:18][Si:19]([CH3:20])([CH3:21])[C:22]([CH3:23])([CH3:24])[CH3:25]. Starting materials: CS(=O)(=O)O, ClC(Cl)Cl, CCCc1nc(Cl)c(COCc2ccccc2)[nH]1, [Na+], [OH-]. The product is CCCc1nc(Cl)c(CO)[nH]1. RXN SMILES: [CH3:19][S:20](=[O:21])(=[O:22])[OH:23].[CH:26]([Cl:27])([Cl:28])[Cl:29].[Cl:1][c:2]1[n:3][c:4]([CH2:16][CH2:17][CH3:18])[nH:5][c:6]1[CH2:7][O:8][CH2:9][c:10]1[cH:11][cH:12][cH:13][cH:14][cH:15]1.[Na+:25].[OH-:24]>>[Cl:1][c:2]1[n:3][c:4]([CH2:16][CH2:17][CH3:18])[nH:5][c:6]1[CH2:7][OH:8]. Reactants: Br, Cl, [K+], [NH4+], [OH-], [OH-], O, Cc1cnc(O)c(C(N)=O)n1. The product is Cc1cnc(O)c(N)n1. Reaction SMILES: [Br:3].[ClH:15].[K+:2].[NH4+:16].[OH-:17].[OH-:1].[OH2:18].[OH:4][c:5]1[c:6]([C:12]([NH2:13])=[O:14])[n:7][c:8]([CH3:11])[cH:9][n:10]1>>[OH:4][c:5]1[c:6]([NH2:16])[n:7][c:8]([CH3:11])[cH:9][n:10]1. Reaction conditions: temperature 23 celsius, time 20 minute. RXN SMILES: C([Li])CCC.[CH3:6][N:7]1[CH:11]=[CH:10][N:9]=[N:8]1.[N:12]1([C:17]2[CH:45]=[CH:44][C:20]([CH2:21][C:22]3[C:23]([O:42][CH3:43])=[N:24][C:25]4[C:30]([C:31]=3[Cl:32])=[CH:29][C:28]([C:33]([C:35]3[N:39]([CH3:40])[C:38]([CH3:41])=[N:37][CH:36]=3)=[O:34])=[CH:27][CH:26]=4)=[CH:19][CH:18]=2)[CH:16]=[CH:15][CH:14]=[N:13]1.O>O1CCCC1>[N:12]1([C:17]2[CH:18]=[CH:19][C:20]([CH2:21][C:22]3[C:23]([O:42][CH3:43])=[N:24][C:25]4[C:30]([C:31]=3[Cl:32])=[CH:29][C:28]([C:33]([C:35]3[N:39]([CH3:40])[C:38]([CH3:41])=[N:37][CH:36]=3)([C:11]3[N:7]([CH3:6])[N:8]=[N:9][CH:10]=3)[OH:34])=[CH:27][CH:26]=4)=[CH:44][CH:45]=2)[CH:16]=[CH:15][CH:14]=[N:13]1. Starting materials: ketone, N1(N=CC=C1)C1=CC=C(CC=2C(=NC3=CC=C(C=C3C2Cl)C(=O)C2=CN=C(N2C)C)OC)C=C1 ((3-(4-(1H-pyrazol-1-yl)benzyl)-4-chloro-2-methoxyquinolin-6-yl)(1,2-dimethyl-1H-imidazol-5-yl)methanone), N1(N=CC=C1)C1=CC=C(CC=2C(=NC3=CC=C(C=C3C2Cl)C(=O)C2=CN=C(N2C)C)OC)C=C1 ((3-(4-(1H-pyrazol-1-yl)benzyl)-4-chloro-2-methoxyquinolin-6-yl)(1,2-dimethyl-1H-imidazol-5-yl)methanone), C(CCC)[Li] (n-butyllithium), hexanes, CN1N=NC=C1 (1-methyl-1H-1,2,3-triazole), O (water). The solvent is O1CCCC1 (tetrahydrofuran), O1CCCC1 (tetrahydrofuran). Yields the product N1(N=CC=C1)C1=CC=C(CC=2C(=NC3=CC=C(C=C3C2Cl)C(O)(C2=CN=NN2C)C2=CN=C(N2C)C)OC)C=C1 ((3-(4-(1H-Pyrazol-1-yl)benzyl)-4-chloro-2-methoxyquinolin-6-yl)(1,2-dimethyl-1H-imidazol-5-yl)(1-methyl-1H-1,2,3-triazol-5-yl)methanol). Reported procedure: A solution of n-butyllithium in hexanes (2.5 M, 0.32 mL, 0.81 mmol) was added dropwise to a stirring solution of 1-methyl-1H-1,2,3-triazole (70.4 mg, 0.848 mmol, prepared according to PCT Int. Appl., 2008098104) in tetrahydrofuran (1 mL) at −50° C. After 20 minutes, a solution (gently warmed with a heat gun to dissolve the ketone starting material) of (3-(4-(1H-pyrazol-1-yl)benzyl)-4-chloro-2-methoxyquinolin-6-yl)(1,2-dimethyl-1H-imidazol-5-yl)methanone (200 mg, 0.42 mmol, Intermediate 21: step ... Reactants: Cc1ccc(-c2cc(C(F)(F)F)nn2-c2ccc(S(N)(=O)=O)cc2)cc1, CC(=O)O, CC(=O)Cl. Product: CC(=O)NS(=O)(=O)c1ccc(-n2nc(C(F)(F)F)cc2-c2ccc(C)cc2)cc1. RXN SMILES: [CH3:1][c:2]1[cH:3][cH:4][c:5](-[c:8]2[cH:9][c:10]([C:23]([F:24])([F:25])[F:26])[n:11][n:12]2-[c:13]2[cH:14][cH:15][c:16]([S:19]([NH2:20])(=[O:21])=[O:22])[cH:17][cH:18]2)[cH:6][cH:7]1.[CH3:27][C:28]([OH:29])=[O:30].[CH3:31][C:32](=[O:33])[Cl:34]>>[CH3:1][c:2]1[cH:3][cH:4][c:5](-[c:8]2[cH:9][c:10]([C:23]([F:24])([F:25])[F:26])[n:11][n:12]2-[c:13]2[cH:14][cH:15][c:16]([S:19]([NH:20][C:28]([CH3:27])=[O:29])(=[O:21])=[O:22])[cH:17][cH:18]2)[cH:6][cH:7]1. The reactants are C(C)(=O)[O-].[Ni+2].C(C)(=O)[O-] (nickel acetate), C(CCCCCCC\C=C/CCCCCCCC)(=O)O (oleic acid). Run at temperature 150 celsius, time 1 hour. The product is C(CCCCCCC\C=C/CCCCCCCC)(=O)[O-].[Ni+2].C(CCCCCCC\C=C/CCCCCCCC)(=O)[O-] (nickel (II) oleate). RXN SMILES: C([O-])(=O)C.[Ni+2:5].C([O-])(=O)C.[C:10]([OH:29])(=[O:28])[CH2:11][CH2:12][CH2:13][CH2:14][CH2:15][CH2:16][CH2:17]/[CH:18]=[CH:19]\[CH2:20][CH2:21][CH2:22][CH2:23][CH2:24][CH2:25][CH2:26][CH3:27]>>[C:10]([O-:29])(=[O:28])[CH2:11][CH2:12][CH2:13][CH2:14][CH2:15][CH2:16][CH2:17]/[CH:18]=[CH:19]\[CH2:20][CH2:21][CH2:22][CH2:23][CH2:24][CH2:25][CH2:26][CH3:27].[Ni+2:5].[C:10]([O-:29])(=[O:28])[CH2:11][CH2:12][CH2:13][CH2:14][CH2:15][CH2:16][CH2:17]/[CH:18]=[CH:19]\[CH2:20][CH2:21][CH2:22][CH2:23][CH2:24][CH2:25][CH2:26][CH3:27] |f:0.1.2,4.5.6|. Reported procedure: Nickel (II) oleate is prepared by mixing 2.48 g of nickel acetate and 5.64 g of oleic acid with stirring for about one hour. The mixture is heated to about 150° C. to evaporate the acetic acid and form a transparent liquid of nickel (II) oleate. Nickel (II) oleate can also be prepared by mixing 2.57 g of nickel acetylacetonate and 5.64 g of oleic acid with stirring. The mixture is then heated to evaporate the acetylacetonate and form a transparent liquid of nickel (II) oleate. Reactants: C(C)OC(C(=CC1=CC=C(C=C1)Br)C#N)=O (3-(4-bromo-phenyl)-2-cyano-acrylic acid ethyl ester), ClC1=CC=C(C=C1)[Mg]Br (4-chlorophenylmagnesium bromide), Cl (HCl). The solvent is C1(=CC=CC=C1)C (toluene). Reaction conditions: temperature 85 celsius. Yields the product C(C)OC(C(C(C1=CC=C(C=C1)Cl)C1=CC=C(C=C1)Br)C#N)=O (3-(4-Bromo-phenyl)-3-(4-chloro-phenyl)-2-cyano-propionic acid ethyl ester). The yield is 90.7%. RXN SMILES: [CH2:1]([O:3][C:4](=[O:16])[C:5]([C:14]#[N:15])=[CH:6][C:7]1[CH:12]=[CH:11][C:10]([Br:13])=[CH:9][CH:8]=1)[CH3:2].[Cl:17][C:18]1[CH:23]=[CH:22][C:21]([Mg]Br)=[CH:20][CH:19]=1.Cl>C1(C)C=CC=CC=1>[CH2:1]([O:3][C:4](=[O:16])[CH:5]([C:14]#[N:15])[CH:6]([C:7]1[CH:8]=[CH:9][C:10]([Br:13])=[CH:11][CH:12]=1)[C:21]1[CH:22]=[CH:23][C:18]([Cl:17])=[CH:19][CH:20]=1)[CH3:2]. Reported procedure: A solution of 3-(4-bromo-phenyl)-2-cyano-acrylic acid ethyl ester (1.5 g, 5.36 mmol) in dry toluene (12 ml) was added dropwise to 4-chlorophenylmagnesium bromide (0.5 M solution in tetrahydrofuran, 6.96 ml, 6.96 mmol) at 0° C. The reaction mixture was heated to 85° C. for 3 hours, poured onto ice, acidified with 1N HCl and extracted with ethyl acetate. The organic layer was separated, dried (MgSO4), filtered and concentrated, the crude product was purified over flash silica chromatography elutin... Reactants: CN1CCCC1=O, CCN(C(C)C)C(C)C, CS(=O)c1nc2ccc(Oc3ccnc(Cl)c3)cc2s1, CC(C)CC(N)CO. The product is CC(C)CC(CO)Nc1nc2ccc(Oc3ccnc(Cl)c3)cc2s1. As a reaction SMILES: [CH3:38][N:39]1[CH2:40][CH2:41][CH2:42][C:43]1=[O:44].[CH:29]([N:30]([CH2:31][CH3:32])[CH:33]([CH3:34])[CH3:35])([CH3:36])[CH3:37].[Cl:1][c:2]1[n:3][cH:4][cH:5][c:6]([O:8][c:9]2[cH:10][c:11]3[c:12]([n:13][c:14]([S:16]([CH3:17])=[O:18])[s:15]3)[cH:19][cH:20]2)[cH:7]1.[NH2:21][CH:22]([CH2:23][OH:24])[CH2:25][CH:26]([CH3:27])[CH3:28]>>[Cl:1][c:2]1[n:3][cH:4][cH:5][c:6]([O:8][c:9]2[cH:10][c:11]3[c:12]([n:13][c:14]([NH:21][CH:22]([CH2:23][OH:24])[CH2:25][CH:26]([CH3:27])[CH3:28])[s:15]3)[cH:19][cH:20]2)[cH:7]1.